This data is from the Open Reaction Database (ORD), a public repository of structured organic reaction records. The task is: describe an organic reaction: reactants, conditions, products, and yield Reactants: COc1ccccc1OCC(=O)O, CCN1C(=O)C(C)(C)c2cc3[nH]c(-c4n[nH]cc4N)nc3cc21. Yields the product CCN1C(=O)C(C)(C)c2cc3[nH]c(-c4n[nH]cc4NC(=O)COc4ccccc4OC)nc3cc21. RXN SMILES: [CH3:24][O:25][c:26]1[c:27]([O:28][CH2:29][C:30](=[O:31])[OH:32])[cH:33][cH:34][cH:35][cH:36]1.[NH2:1][c:2]1[c:3](-[c:7]2[n:8][c:9]3[c:10]([cH:11][c:12]4[c:16]([cH:17]3)[N:15]([CH2:18][CH3:19])[C:14](=[O:20])[C:13]4([CH3:21])[CH3:22])[nH:23]2)[n:4][nH:5][cH:6]1>>[NH:1]([c:2]1[c:3](-[c:7]2[n:8][c:9]3[c:10]([cH:11][c:12]4[c:16]([cH:17]3)[N:15]([CH2:18][CH3:19])[C:14](=[O:20])[C:13]4([CH3:21])[CH3:22])[nH:23]2)[n:4][nH:5][cH:6]1)[C:30]([CH2:29][O:28][c:27]1[c:26]([O:25][CH3:24])[cH:36][cH:35][cH:34][cH:33]1)=[O:31]. Reactants: NC(=O)c1cc(N(CCCl)CCCl)c([N+](=O)[O-])cc1[N+](=O)[O-], N#N, O=S(Cl)Cl. Product: N#Cc1cc(N(CCCl)CCCl)c([N+](=O)[O-])cc1[N+](=O)[O-]. As a reaction SMILES: [Cl:1][CH2:2][CH2:3][N:4]([CH2:5][CH2:6][Cl:7])[c:8]1[c:9]([N+:20](=[O:21])[O-:22])[cH:10][c:11]([N+:17](=[O:18])[O-:19])[c:12]([C:13](=[O:14])[NH2:15])[cH:16]1.[N:27]#[N:28].[S:23]([Cl:24])([Cl:25])=[O:26]>>[Cl:1][CH2:2][CH2:3][N:4]([CH2:5][CH2:6][Cl:7])[c:8]1[c:9]([N+:20](=[O:21])[O-:22])[cH:10][c:11]([N+:17](=[O:18])[O-:19])[c:12]([C:13]#[N:15])[cH:16]1. Starting materials: COC=1C=C(C(=O)O)C=CC1 (m-methoxybenzoic acid), [H-].[Al+3].[Li+].[H-].[H-].[H-] (lithium aluminum hydride), [Cl-].[Na+] (sodium chloride). The solvent is O1CCCC1 (tetrahydrofuran), O1CCCC1 (tetrahydrofuran). Product: COC=1C=C(CO)C=CC1 (m-methoxybenzyl alcohol). As a reaction SMILES: [CH3:1][O:2][C:3]1[CH:4]=[C:5]([CH:9]=[CH:10][CH:11]=1)[C:6](O)=[O:7].[H-].[Al+3].[Li+].[H-].[H-].[H-].[Cl-].[Na+]>O1CCCC1>[CH3:1][O:2][C:3]1[CH:4]=[C:5]([CH:9]=[CH:10][CH:11]=1)[CH2:6][OH:7] |f:1.2.3.4.5.6,7.8|. Reported procedure: A solution of 50 g. of m-methoxybenzoic acid in 500 ml. of dry tetrahydrofuran is slowly added to a stirred solution of 15 g. of lithium aluminum hydride in 100 ml. of tetrahydrofuran. When the addition is complete the reaction mixture is refluxed for 1 hour, cooled and then treated with 50 ml. of saturated sodium chloride solution. The resultant slurry is filtered and the insoluble material washed with 200 ml. of ether. The combined filtrates are evaporated to dryness to yield an oil which is d... The reactants are N1N=C(C2=CC=CC=C12)C1=NC2=C(N1)C=CC(=C2)C(=O)O ([2-(indazol-3-yl)-1H-benzoimidazol-5-yl]-carboxylic acid), C(C)(C)N(CC)C(C)C (diisopropyl ethylamine), C(C)N (ethylamine), Cl.CN(CCCN=C=NCC)C (1-(3-dimethylaminopropyl)-3-ethylcarbodiimide hydrochloride). Run in CN(C=O)C (dimethylformamide). Conditions: temperature 80 celsius. Yields the product C(C)NC(=O)C1=CC2=C(NC(=N2)C2=NNC3=CC=CC=C23)C=C1 ([2-(indazol-3-yl)-1H-benzoimidazol-5-yl]-carboxylic acid, ethylamide). RXN SMILES: [NH:1]1[C:9]2[C:4](=[CH:5][CH:6]=[CH:7][CH:8]=2)[C:3]([C:10]2[NH:14][C:13]3[CH:15]=[CH:16][C:17]([C:19](O)=[O:20])=[CH:18][C:12]=3[N:11]=2)=[N:2]1.[CH:22]([N:25](C(C)C)CC)(C)[CH3:23].C(N)C.Cl.CN(C)CCCN=C=NCC>CN(C)C=O>[CH2:22]([NH:25][C:19]([C:17]1[CH:16]=[CH:15][C:13]2[NH:14][C:10]([C:3]3[C:4]4[C:9](=[CH:8][CH:7]=[CH:6][CH:5]=4)[NH:1][N:2]=3)=[N:11][C:12]=2[CH:18]=1)=[O:20])[CH3:23] |f:3.4|. Procedure: A stirred solution of [2-(indazol-3-yl)-1H-benzoimidazol-5-yl]-carboxylic acid [130 mg, Example 247(a)], hydroxybenzatriazole (189 mg) and diisopropyl ethylamine (732 μL) in dimethylformamide (3 mL) was treated with ethylamine and 1-(3-dimethylaminopropyl)-3-ethylcarbodiimide hydrochloride (267 mg). The reaction mixture was heated at 80° C. overnight and then partitioned between ethyl acetate and 5% citric acid. The aqueous layer was re-extracted with ethyl acetate. The combined organic layers w...